From a dataset of the Open Reaction Database (ORD), a public repository of structured organic reaction records. describe an organic reaction: reactants, conditions, products, and yield The reactants are CC(C)(C)c1ccc(CN(CCc2cccc(OCc3ccccc3)c2)C(=O)c2cc(C(F)(F)F)cc(Cl)c2F)cc1, CCOC(C)=O. The product is CC(C)(C)c1ccc(CN(CCc2cccc(O)c2)C(=O)c2cc(C(F)(F)F)cc(Cl)c2F)cc1. Reaction SMILES: [CH2:1]([c:2]1[cH:3][cH:4][cH:5][cH:6][cH:7]1)[O:8][c:9]1[cH:10][c:11]([CH2:15][CH2:16][N:17]([C:18]([c:19]2[c:20]([F:30])[c:21]([Cl:29])[cH:22][c:23]([C:25]([F:26])([F:27])[F:28])[cH:24]2)=[O:31])[CH2:32][c:33]2[cH:34][cH:35][c:36]([C:39]([CH3:40])([CH3:41])[CH3:42])[cH:37][cH:38]2)[cH:12][cH:13][cH:14]1.[CH3:43][CH2:44][O:45][C:46](=[O:47])[CH3:48]>>[OH:8][c:9]1[cH:10][c:11]([CH2:15][CH2:16][N:17]([C:18]([c:19]2[c:20]([F:30])[c:21]([Cl:29])[cH:22][c:23]([C:25]([F:26])([F:27])[F:28])[cH:24]2)=[O:31])[CH2:32][c:33]2[cH:34][cH:35][c:36]([C:39]([CH3:40])([CH3:41])[CH3:42])[cH:37][cH:38]2)[cH:12][cH:13][cH:14]1. Reactants: C(C)OC(CNCC1=CC=CC=C1)=O (N-benzylglycine ethyl ester). The solvent is O (water). Yields the product C(C1=CC=CC=C1)NCC(=O)O (N-Benzylglycine). RXN SMILES: C([O:3][C:4](=[O:14])[CH2:5][NH:6][CH2:7][C:8]1[CH:13]=[CH:12][CH:11]=[CH:10][CH:9]=1)C>O>[CH2:7]([NH:6][CH2:5][C:4]([OH:14])=[O:3])[C:8]1[CH:13]=[CH:12][CH:11]=[CH:10][CH:9]=1. Reported procedure: 225.8 g (1.17 mol) of N-benzylglycine ethyl ester (J. Am. Chem. Soc. 72, 1238 (1950)) are heated under reflux overnight in 600 ml of water. Product which has crystallized out is filtered off with suction and the filtrate is extracted once with tert.-butyl methyl ether. The aqueous phase is concentrated and the crystals obtained are dried over phosphorus pentoxide in a desiccator together with the product filtered off.